describe an organic reaction: reactants, conditions, products, and yield From a dataset of the Open Reaction Database (ORD), a public repository of structured organic reaction records. Starting materials: CS(=O)(=O)Cl (Methanesulphonyl chloride), Cl.NC1=CC=C(C=C1)CS(=O)(=O)OC1=CC=CC=C1 (phenyl 4-aminobenzenemethanesulphonate, hydrochloride). Solvent: CC(OCC)=O (EA), N1=CC=CC=C1 (pyridine). Run at time 20 hour. Product: CS(=O)(=O)NC1=CC=C(C=C1)CS(=O)(=O)OC1=CC=CC=C1 (Phenyl 4-[(methylsulphonyl)amino]benzenemethanesulphonate). Reaction SMILES: [CH3:1][S:2](Cl)(=[O:4])=[O:3].Cl.[NH2:7][C:8]1[CH:13]=[CH:12][C:11]([CH2:14][S:15]([O:18][C:19]2[CH:24]=[CH:23][CH:22]=[CH:21][CH:20]=2)(=[O:17])=[O:16])=[CH:10][CH:9]=1>N1C=CC=CC=1.CC(=O)OCC>[CH3:1][S:2]([NH:7][C:8]1[CH:13]=[CH:12][C:11]([CH2:14][S:15]([O:18][C:19]2[CH:20]=[CH:21][CH:22]=[CH:23][CH:24]=2)(=[O:17])=[O:16])=[CH:10][CH:9]=1)(=[O:4])=[O:3] |f:1.2|. Procedure: Methanesulphonyl chloride (1.12 ml) was added to a cooled stirred solution of phenyl 4-aminobenzenemethanesulphonate, hydrochloride (3.0 g) in pyridine (9 ml). The resulting mixture was allowed to warm up to 20° and then stirred for 20 h. The reaction mixture was diluted with EA (150 ml) and washed with 8% NaHCO3 (400 ml), H2O (250 ml) and brine (250 ml). The organic extract was dried (MgSO4) and evaporated to leave a brown gum which was crystallised from toluene (100 ml) to give the crude title... Reactants: C(=O)([O-])[O-].[K+].[K+] (K2CO3), C(C)(C)(C)OC(N[C@H]1CSC[C@H]([C@@H]1O)CC1=CC(=C(C(=C1)F)[N+](=O)[O-])F)=O ([(3R,4S,5S)-5-(3,5-difluoro-4-nitro-benzyl)-4-hydroxy-tetrahydro-thiopyran-3-yl]-carbamic acid tert-butyl ester), OOS(=O)[O-].[K+] (oxone), CC(=O)[O-].[Na+] (NaOAc), S(=O)(=O)([O-])S(=O)[O-].[Na+].[Na+] (sodium metabisulfite). Solvent: C1CCOC1.O (THF water). Conditions: temperature 40 celsius, time 2 hour. The product is C(C)(C)(C)OC(N[C@H]1CS(C[C@H]([C@@H]1O)CC1=CC(=C(C(=C1)F)[N+](=O)[O-])F)(=O)=O)=O ([(3R,4S,5S)-5-(3,5-Difluoro-4-nitro-benzyl)-4-hydroxy-1,1-dioxo-hexahydro-1lambda*6*-thiopyran-3-yl]-carbamic acid tert-butyl ester). Reaction SMILES: [C:1]([O:5][C:6](=[O:27])[NH:7][C@@H:8]1[C@@H:13]([OH:14])[C@H:12]([CH2:15][C:16]2[CH:21]=[C:20]([F:22])[C:19]([N+:23]([O-:25])=[O:24])=[C:18]([F:26])[CH:17]=2)[CH2:11]S[CH2:9]1)([CH3:4])([CH3:3])[CH3:2].O[O:29][S:30]([O-:32])=O.[K+].CC([O-])=O.[Na+].S(S([O-])=O)([O-])(=O)=O.[Na+].[Na+].C([O-])([O-])=O.[K+].[K+]>C1COCC1.O>[C:1]([O:5][C:6](=[O:27])[NH:7][C@@H:8]1[C@@H:13]([OH:14])[C@H:12]([CH2:15][C:16]2[CH:21]=[C:20]([F:22])[C:19]([N+:23]([O-:25])=[O:24])=[C:18]([F:26])[CH:17]=2)[CH2:11][S:30](=[O:32])(=[O:29])[CH2:9]1)([CH3:3])([CH3:4])[CH3:2] |f:1.2,3.4,5.6.7,8.9.10,11.12|. Procedure details: To a solution of [(3R,4S,5S)-5-(3,5-difluoro-4-nitro-benzyl)-4-hydroxy-tetrahydro-thiopyran-3-yl]-carbamic acid tert-butyl ester (2.05 g, 4.9 mmol) in THF-water 1:1 (60 mL) was added oxone (6.52 g, 10.3 mmol). After stirring the reaction mixture for 2 h at 40° C., 2 g NaOAc and 2 g sodium metabisulfite were added. The reaction mixture was stirred for 0.5 h, basified with saturated aq. K2CO3 solution and the product was extracted with EtOAc. Combined organic extracts were washed with brine, dried... Reactants: CC(C)NC(C)C, CSc1nc(Cl)cc(Cl)n1, Cc1cc(N)n[nH]1, CN(C)C=O, O. Yields the product CSc1nc(Cl)cc(Nc2cc(C)n[nH]2)n1. As a reaction SMILES: [CH:11]([NH:12][CH:13]([CH3:14])[CH3:15])([CH3:16])[CH3:17].[Cl:1][c:2]1[n:3][c:4]([S:9][CH3:10])[n:5][c:6]([Cl:8])[cH:7]1.[NH2:18][c:19]1[n:20][nH:21][c:22]([CH3:24])[cH:23]1.[O:26]=[CH:27][N:28]([CH3:29])[CH3:30].[OH2:25]>>[c:2]1([NH:18][c:19]2[nH:20][n:21][c:22]([CH3:24])[cH:23]2)[n:3][c:4]([S:9][CH3:10])[n:5][c:6]([Cl:8])[cH:7]1. The reactants are C(C)(=O)N1CCC(C(=O)Cl)CC1 (1-acetylisonipecotoyl chloride), [Cl-].[Al+3].[Cl-].[Cl-] (aluminum chloride), COC1=CC(=CC=C1)OC (m-dimethoxybenzene), ice water. Conditions: time 1 hour. Yields the product C(C)(=O)N1CCC(CC1)C(C1=C(C=C(C=C1)OC)O)=O (1-acetyl-4-(2-hydroxy-4-methoxybenzoyl)piperidine). RXN SMILES: [C:1]([N:4]1[CH2:12][CH2:11][CH:7]([C:8](Cl)=[O:9])[CH2:6][CH2:5]1)(=[O:3])[CH3:2].[Cl-].[Al+3].[Cl-].[Cl-].[CH3:17][O:18][C:19]1[CH:24]=[CH:23][CH:22]=[C:21]([O:25]C)[CH:20]=1>>[C:1]([N:4]1[CH2:12][CH2:11][CH:7]([C:8](=[O:9])[C:22]2[CH:23]=[CH:24][C:19]([O:18][CH3:17])=[CH:20][C:21]=2[OH:25])[CH2:6][CH2:5]1)(=[O:3])[CH3:2] |f:1.2.3.4|. Procedure details: 16.5 g of 1-acetylisonipecotoyl chloride, Example 1(b) are slowly added to a stirring mixture of 60 ml of m-dimethoxybenzene and 20.0 g of aluminum chloride. Stirring is continued for 1 hour at ambient temperature and then for an additional 1 hour at about 100° C. The reaction mixture is allowed to cool to ambient temperature, poured into ice-water, and extracted with chloroform. The combined extracts are dried and the chloroform is removed leaving a yellow oil. The oil is triturated with hexane... Reactants: ICCC(=O)OCC (ethyl 3-iodopropanoate), C1(CC1)C(=O)Cl (cyclopropanecarbonyl chloride). The reagents and catalysts are [Cu].[Zn] (zinc-copper), Cl[Pd]([P](C1=CC=CC=C1)(C2=CC=CC=C2)C3=CC=CC=C3)([P](C4=CC=CC=C4)(C5=CC=CC=C5)C6=CC=CC=C6)Cl (Pd(PPh3)2Cl2). Solvent: C(C)(=O)OCC (ethyl acetate), C1=CC=CC=C1 (benzene), CC(=O)N(C)C (DMA). Reaction conditions: temperature 60 celsius, time 30 minute. Yields the product C1(CC1)C(CCC(=O)OCC)=O (ethyl 4-cyclopropyl-4-oxobutanoate). Yield: 70.5%. RXN SMILES: I[CH2:2][CH2:3][C:4]([O:6][CH2:7][CH3:8])=[O:5].[CH:9]1([C:12](Cl)=[O:13])[CH2:11][CH2:10]1>C1C=CC=CC=1.CC(N(C)C)=O.C(OCC)(=O)C.[Cu].[Zn].Cl[Pd](Cl)([P](C1C=CC=CC=1)(C1C=CC=CC=1)C1C=CC=CC=1)[P](C1C=CC=CC=1)(C1C=CC=CC=1)C1C=CC=CC=1>[CH:9]1([C:12](=[O:13])[CH2:2][CH2:3][C:4]([O:6][CH2:7][CH3:8])=[O:5])[CH2:11][CH2:10]1 |f:5.6,^1:37,56|. Procedure details: A mixture of ethyl 3-iodopropanoate (8 g, 35 mmol) and zinc-copper (4.5 g, 70 mmol) in a mixture of benzene (80 mL) and DMA (8 mL) was heated at 60° C. for 4.5 hours under N2. Pd(PPh3)2Cl2 (1.2 g, 1.8 mmol) was added, followed by addition of cyclopropanecarbonyl chloride (3.7 g, 35 mmol). The mixture was stirred at 60° C. for another 30 minutes. The reaction mixture was diluted with ethyl acetate (300 mL), and washed with 1N HCl (50 mL), satd aq NaHCO3 (80 mL) and brine (30 mL). The organic laye... Reactants: Cc1ccc(CNc2ccc3c(CO)cccc3n2)o1, CS(=O)(=O)Cl, CCN(C(C)C)C(C)C, C1CCOC1. Yields the product Cc1ccc(CNc2ccc3c(CCl)cccc3n2)o1. Reaction SMILES: [CH3:1][c:2]1[cH:3][cH:4][c:5]([CH2:7][NH:8][c:9]2[n:10][c:11]3[cH:12][cH:13][cH:14][c:15]([CH2:19][OH:20])[c:16]3[cH:17][cH:18]2)[o:6]1.[CH3:21][S:22]([Cl:23])(=[O:24])=[O:25].[CH:26]([N:27]([CH2:28][CH3:29])[CH:30]([CH3:31])[CH3:32])([CH3:33])[CH3:34].[O:35]1[CH2:36][CH2:37][CH2:38][CH2:39]1>>[CH3:1][c:2]1[cH:3][cH:4][c:5]([CH2:7][NH:8][c:9]2[n:10][c:11]3[cH:12][cH:13][cH:14][c:15]([CH2:19][Cl:23])[c:16]3[cH:17][cH:18]2)[o:6]1.